This data is from the Open Reaction Database (ORD), a public repository of structured organic reaction records. The task is: describe an organic reaction: reactants, conditions, products, and yield Isolated yield 84.0%. Procedure details: A 250-mL round bottomed flask was charged with 2-(4-nitrophenyl)acetonitrile (2.5 g, 15.4 mmol, 1 eq.), NH2OH/HCl (2.12 g, 31 mmol, 2 eq), NaHCO3 (2.82 g, 2.3 mol, 7 eq.), MeOH (100 ml) and water (16 ml). The mixture was stirred under reflux overnight. After cooling to room temperature, the volatile material was removed under reduced pressure. The residue was treated with water (100 ml). Solid was collected by filtration and washed with water (3×20 ml) followed by dichloromethane (3×10 ml). Afte... As a reaction SMILES: [N+:1]([C:4]1[CH:9]=[CH:8][C:7]([CH2:10][C:11]#[N:12])=[CH:6][CH:5]=1)([O-:3])=[O:2].[NH2:13][OH:14].Cl.C([O-])(O)=O.[Na+].CO>O>[OH:14][NH:13][C:11](=[NH:12])[CH2:10][C:7]1[CH:6]=[CH:5][C:4]([N+:1]([O-:3])=[O:2])=[CH:9][CH:8]=1 |f:1.2,3.4|. Yields the product ONC(CC1=CC=C(C=C1)[N+](=O)[O-])=N (N-Hydroxy-2-(4-nitrophenyl)acetamidine), solid. The solvent is O (water). Reactants: [N+](=O)([O-])C1=CC=C(C=C1)CC#N (2-(4-nitrophenyl)acetonitrile), NO.Cl (NH2OH HCl), C(=O)(O)[O-].[Na+] (NaHCO3), CO (MeOH). Starting materials: CN1C(N(C(C=2NC=NC12)=O)CCCP(OCC)(OCC)=O)=O (diethyl [3-(3-methyl-xanthin-1-yl)propyl]phosphonate), ClCC1CC1 (chloromethylcyclopropane). Yields the product C1(CC1)CN1C=NC=2N(C(N(C(C12)=O)CCCP(OCC)(OCC)=O)=O)C (Diethyl [3-(7-cyclopropylmethyl-3-methylxanthin-1-yl)propyl]phosphonate). RXN SMILES: [CH3:1][N:2]1[C:10]2[N:9]=[CH:8][NH:7][C:6]=2[C:5](=[O:11])[N:4]([CH2:12][CH2:13][CH2:14][P:15](=[O:22])([O:19][CH2:20][CH3:21])[O:16][CH2:17][CH3:18])[C:3]1=[O:23].Cl[CH2:25][CH:26]1[CH2:28][CH2:27]1>>[CH:26]1([CH2:25][N:7]2[C:6]3[C:5](=[O:11])[N:4]([CH2:12][CH2:13][CH2:14][P:15](=[O:22])([O:16][CH2:17][CH3:18])[O:19][CH2:20][CH3:21])[C:3](=[O:23])[N:2]([CH3:1])[C:10]=3[N:9]=[CH:8]2)[CH2:28][CH2:27]1. Procedure: The title substance was prepared from 0.015 mol of diethyl [3-(3-methyl-xanthin-1-yl)propyl]phosphonate (Example 42), and 0.017 mol of chloromethylcyclopropane analogously to Example 30 and chromatographed on silica gel (eluent: dichloromethane/methanol 20:1). Yields the product O=c1[nH]c(=O)n(CCCN2CC3CC3(c3ccc(C(F)(F)F)cc3)C2)cc1-n1nc(C(F)(F)F)c2c1CCCC2. The reactants are CN(C)CC(=O)O, CS(C)=O, CCOC(C)=O, [Cu]I, FC(F)(F)c1n[nH]c2c1CCCC2, O=c1[nH]c(=O)n(CCCN2CC3CC3(c3ccc(C(F)(F)F)cc3)C2)cc1I, [K+], [K+], O=C([O-])[O-]. As a reaction SMILES: [CH3:29][N:30]([CH2:31][C:32](=[O:33])[OH:34])[CH3:35].[CH3:55][S:56](=[O:57])[CH3:58].[CH3:59][CH2:60][O:61][C:62]([CH3:63])=[O:64].[Cu:65][I:66].[F:42][C:43]([c:44]1[n:45][nH:46][c:47]2[c:52]1[CH2:51][CH2:50][CH2:49][CH2:48]2)([F:53])[F:54].[I:1][c:2]1[c:3](=[O:28])[nH:4][c:5](=[O:27])[n:6]([CH2:8][CH2:9][CH2:10][N:11]2[CH2:12][C:13]3([c:17]4[cH:18][cH:19][c:20]([C:23]([F:24])([F:25])[F:26])[cH:21][cH:22]4)[CH2:14][CH:15]3[CH2:16]2)[cH:7]1.[K+:36].[K+:37].[O-:38][C:39]([O-:40])=[O:41]>>[c:2]1(-[n:46]2[n:45][c:44]([C:43]([F:42])([F:53])[F:54])[c:52]3[c:47]2[CH2:48][CH2:49][CH2:50][CH2:51]3)[c:3](=[O:28])[nH:4][c:5](=[O:27])[n:6]([CH2:8][CH2:9][CH2:10][N:11]2[CH2:12][C:13]3([c:17]4[cH:18][cH:19][c:20]([C:23]([F:24])([F:25])[F:26])[cH:21][cH:22]4)[CH2:14][CH:15]3[CH2:16]2)[cH:7]1.